Dataset: the Open Reaction Database (ORD), a public repository of structured organic reaction records. Task: describe an organic reaction: reactants, conditions, products, and yield Starting materials: [Si](C)(C)(C(C)(C)C)O[C@@H]1[C@]2(C)[C@@H](CC1)[C@@H]1CC=C3NC(CC[C@]3(C)[C@H]1CC2)=O (17β-t-butyldimethylsilyloxy-4-azaandrost-5-en-3-one), C(C1=CC=CC=C1)(=O)Cl (benzoyl chloride). Run in N1=CC=CC=C1 (pyridine), C(Cl)Cl (CH2Cl2). Reaction conditions: temperature 60 celsius, time 3 hour. Product: C(C1=CC=CC=C1)(=O)N1C2=CC[C@H]3[C@@H]4CC[C@@H]([C@@]4(C)CC[C@@H]3[C@]2(CCC1=O)C)O[Si](C)(C)C(C)(C)C (4-N-benzoyl-17β-t-butyl-dimethylsilyloxy-4-azaandrost-5-en-3-one). RXN SMILES: [Si:1]([O:8][C@H:9]1[CH2:14][CH2:13][C@H:12]2[C@H:15]3[C@H:25]([CH2:26][CH2:27][C@:10]12[CH3:11])[C@:23]1([CH3:24])[C:18]([NH:19][C:20](=[O:28])[CH2:21][CH2:22]1)=[CH:17][CH2:16]3)([C:4]([CH3:7])([CH3:6])[CH3:5])([CH3:3])[CH3:2].[C:29](Cl)(=[O:36])[C:30]1[CH:35]=[CH:34][CH:33]=[CH:32][CH:31]=1>N1C=CC=CC=1.C(Cl)Cl>[C:29]([N:19]1[C:20](=[O:28])[CH2:21][CH2:22][C@@:23]2([CH3:24])[C:18]1=[CH:17][CH2:16][C@@H:15]1[C@@H:25]2[CH2:26][CH2:27][C@@:10]2([CH3:11])[C@H:12]1[CH2:13][CH2:14][C@@H:9]2[O:8][Si:1]([C:4]([CH3:7])([CH3:5])[CH3:6])([CH3:3])[CH3:2])(=[O:36])[C:30]1[CH:35]=[CH:34][CH:33]=[CH:32][CH:31]=1. Procedure: To 17β-t-butyldimethylsilyloxy-4-azaandrost-5-en-3-one (2 g) in pyridine (5 ml) at 5°-10° C. was added benzoyl chloride (2 ml) in CH2Cl2 (10 ml) dropwise. After the addition, the mixture was stirred at 60° C. for 3 hours and poured onto ice-water. The mixture was extracted with methylene chloride, and dried (Na2SO4). Removal of solvent gave the crude product which was recrystallized from CH2Cl2 -hexane to afford the title product. The reactants are ice water, C(C1=CC=CC=C1)OCCOC(C(C)OC1=CC=C(C=C1)O)=O (2-benzyloxyethyl-2-(4-hydroxyphenoxy)propionate), ClC1=NC=C(C=C1)C(F)(F)F (2-chloro-5-trifluoromethylpyridine), C([O-])([O-])=O.[K+].[K+] (potassium carbonate). Run in CS(=O)C (dimethylsulfoxide). Reaction conditions: temperature 90 celsius. Product: C(C1=CC=CC=C1)OCCOC(C(C)OC1=CC=C(C=C1)OC1=NC=C(C=C1)C(F)(F)F)=O (2-benzyloxyethyl-2-[4-(5-trifluoromethyl-2-pyridyloxy)-phenoxy]propionate). RXN SMILES: [CH2:1]([O:8][CH2:9][CH2:10][O:11][C:12](=[O:23])[CH:13]([O:15][C:16]1[CH:21]=[CH:20][C:19]([OH:22])=[CH:18][CH:17]=1)[CH3:14])[C:2]1[CH:7]=[CH:6][CH:5]=[CH:4][CH:3]=1.C(=O)([O-])[O-].[K+].[K+].Cl[C:31]1[CH:36]=[CH:35][C:34]([C:37]([F:40])([F:39])[F:38])=[CH:33][N:32]=1>CS(C)=O>[CH2:1]([O:8][CH2:9][CH2:10][O:11][C:12](=[O:23])[CH:13]([O:15][C:16]1[CH:17]=[CH:18][C:19]([O:22][C:31]2[CH:36]=[CH:35][C:34]([C:37]([F:40])([F:39])[F:38])=[CH:33][N:32]=2)=[CH:20][CH:21]=1)[CH3:14])[C:2]1[CH:7]=[CH:6][CH:5]=[CH:4][CH:3]=1 |f:1.2.3|. Procedure: 31.6 g of 2-benzyloxyethyl-2-(4-hydroxyphenoxy)propionate were dissolved in 100 ml of dimethylsulfoxide, 15.2 g of potassium carbonate were added thereto, then the mixture was heated at 90° C. for one hour with stirring. 20.0 g of 2-chloro-5-trifluoromethylpyridine were added dropwise to this solution which was then maintained at 90° C. for a further two hours. After cooling the reaction solution to room temperature, it was poured into ice-water, then extracted with ether. The ether layer was dr... The reactants are CCOC(=O)C(NC(=O)OC(C)(C)C)c1ccc(C(=O)Nc2cc(-c3cccs3)ccc2NC(=O)OC(C)(C)C)cc1, C1CCOC1, Cl, [Li+], [OH-], O. Yields the product CC(C)(C)OC(=O)Nc1ccc(-c2cccs2)cc1NC(=O)c1ccc(C(NC(=O)OC(C)(C)C)C(=O)O)cc1. Reaction SMILES: [C:1]([CH3:2])([CH3:3])([CH3:4])[O:5][C:6](=[O:7])[NH:8][CH:9]([C:10](=[O:11])[O:12][CH2:13][CH3:14])[c:15]1[cH:16][cH:17][c:18]([C:21](=[O:22])[NH:23][c:24]2[c:25]([NH:35][C:36](=[O:37])[O:38][C:39]([CH3:40])([CH3:41])[CH3:42])[cH:26][cH:27][c:28](-[c:30]3[s:31][cH:32][cH:33][cH:34]3)[cH:29]2)[cH:19][cH:20]1.[CH2:45]1[O:46][CH2:47][CH2:48][CH2:49]1.[ClH:51].[Li+:43].[OH-:44].[OH2:50]>>[C:1]([CH3:2])([CH3:3])([CH3:4])[O:5][C:6](=[O:7])[NH:8][CH:9]([C:10](=[O:11])[OH:12])[c:15]1[cH:16][cH:17][c:18]([C:21](=[O:22])[NH:23][c:24]2[c:25]([NH:35][C:36](=[O:37])[O:38][C:39]([CH3:40])([CH3:41])[CH3:42])[cH:26][cH:27][c:28](-[c:30]3[s:31][cH:32][cH:33][cH:34]3)[cH:29]2)[cH:19][cH:20]1. Starting materials: CC1=CC=CC(=N1)C#CC(O)C1CCNCC1 (3-(6-Methyl-pyridin-2-yl)-1-piperidin-4-yl-prop-2-yn-1-ol), ClC1=NC(=CC=C1[N+](=O)[O-])C (2-chloro-6-methyl-3-nitropyridine), CC1=NC(=CC=C1)C#C\C=C\1/CNCCC1 (2-Methyl-6-[(3Z)-3-piperidin-3-ylideneprop-1-ynyl]pyridine), 311c. Product: CC1=CC=C(C(=N1)N1C/C(/CCC1)=C/C#CC1=NC(=CC=C1)C)[N+](=O)[O-] (6-methyl-2-{(3E)-3-[3-(6-methylpyridin-2-yl)prop-2-ynylidene]piperidin-1-yl}-3-nitropyridine). Reaction SMILES: CC1N=C(C#CC(C2CCNCC2)O)C=CC=1.[CH3:18][C:19]1[CH:24]=[CH:23][CH:22]=[C:21]([C:25]#[C:26]/[CH:27]=[C:28]2\[CH2:29][NH:30][CH2:31][CH2:32][CH2:33]\2)[N:20]=1.Cl[C:35]1[C:40]([N+:41]([O-:43])=[O:42])=[CH:39][CH:38]=[C:37]([CH3:44])[N:36]=1>>[CH3:44][C:37]1[N:36]=[C:35]([N:30]2[CH2:31][CH2:32][CH2:33]/[C:28](=[CH:27]\[C:26]#[C:25][C:21]3[CH:22]=[CH:23][CH:24]=[C:19]([CH3:18])[N:20]=3)/[CH2:29]2)[C:40]([N+:41]([O-:43])=[O:42])=[CH:39][CH:38]=1. Procedure: The title compound was prepared as described for the compound of Example 237 but starting from Compound 310c or 311c instead of compound 237a and using 2-chloro-6-methyl-3-nitropyridine instead of 2-bromo-3-nitropyridine. After the work-up, the residue was purified by automated flash liquid chromatography (SP1™-Biotage) eluting with PE-EtOAc gradient from PE-EtOAc 7:3 to 6:4 affording the title products. Example 310:18%. Example 310: 11% The reactants are Ic1ccc(N2CCC3(C2)OCCO3)nc1Cc1ccccc1, CN(C)C=O, O=C1CCC(=O)N1Cl, [Na+], [Na+], O=S([O-])([O-])=S. The product is Clc1cc(I)c(Cc2ccccc2)nc1N1CCC2(C1)OCCO2. As a reaction SMILES: [CH2:1]([c:2]1[cH:3][cH:4][cH:5][cH:6][cH:7]1)[c:8]1[n:9][c:10]([N:15]2[CH2:16][C:17]3([CH2:18][CH2:19]2)[O:20][CH2:21][CH2:22][O:23]3)[cH:11][cH:12][c:13]1[I:14].[CH3:39][N:40]([CH3:41])[CH:42]=[O:43].[Cl:24][N:25]1[C:26](=[O:27])[CH2:28][CH2:29][C:30]1=[O:31].[Na+:37].[Na+:38].[S:32]([O-:33])([O-:34])(=[O:35])=[S:36]>>[CH2:1]([c:2]1[cH:3][cH:4][cH:5][cH:6][cH:7]1)[c:8]1[n:9][c:10]([N:15]2[CH2:16][C:17]3([CH2:18][CH2:19]2)[O:20][CH2:21][CH2:22][O:23]3)[c:11]([Cl:24])[cH:12][c:13]1[I:14]. Reactants: C(C)C1=C(C(=NN1)C(=O)N)[N+](=O)[O-] (5-Ethyl-4-nitro-1H-pyrazole-3-carboxamide), CS(=O)(=O)OC1CN(C1)C(C1=CC=CC=C1)C1=CC=CC=C1 (1-benzhydryl-3-azetidinyl methanesulfonate), C([O-])([O-])=O.[Na+].[Na+] (sodium carbonate), [I-].[Na+] (sodium iodide). Solvent: O1CCCC1 (tetrahydrofuran), O (water). Product: C(C1=CC=CC=C1)(C1=CC=CC=C1)N1CC(C1)N1N=C(C(=C1CC)[N+](=O)[O-])C(=O)N (1-(1-Benzhydryl-3-azetidinyl)-5-ethyl-4-nitro-1H-pyrazole-3-carboxamide). Yield: 30.8%. Reaction SMILES: [CH2:1]([C:3]1[NH:7][N:6]=[C:5]([C:8]([NH2:10])=[O:9])[C:4]=1[N+:11]([O-:13])=[O:12])[CH3:2].C(=O)([O-])[O-].[Na+].[Na+].[I-].[Na+].CS(O[CH:27]1[CH2:30][N:29]([CH:31]([C:38]2[CH:43]=[CH:42][CH:41]=[CH:40][CH:39]=2)[C:32]2[CH:37]=[CH:36][CH:35]=[CH:34][CH:33]=2)[CH2:28]1)(=O)=O>O1CCCC1.O>[CH:31]([N:29]1[CH2:30][CH:27]([N:7]2[C:3]([CH2:1][CH3:2])=[C:4]([N+:11]([O-:13])=[O:12])[C:5]([C:8]([NH2:10])=[O:9])=[N:6]2)[CH2:28]1)([C:38]1[CH:39]=[CH:40][CH:41]=[CH:42][CH:43]=1)[C:32]1[CH:33]=[CH:34][CH:35]=[CH:36][CH:37]=1 |f:1.2.3,4.5|. Reported procedure: 5-Ethyl-4-nitro-1H-pyrazole-3-carboxamide (WO 98/49166) (25.0 g, 136 mmol), sodium carbonate (57.6 g, 543 mmol), sodium iodide (40.7 g, 272 mmol) and 1-benzhydryl-3-azetidinyl methanesulfonate (86.2 g, 272 mmol) were suspended in tetrahydrofuran (338 mL) and water (38 mL) and heated under reflux for 5 days. The reaction mixture was then concentrated in vacuo and taken up in ethyl acetate (500 mL) and water (300 mL). The resulting precipitate was filtered, washed with ethyl acetate and water to y...